From a dataset of the Open Reaction Database (ORD), a public repository of structured organic reaction records. describe an organic reaction: reactants, conditions, products, and yield RXN SMILES: [Br:12][c:13]1[cH:14][c:15]([CH3:23])[cH:16][c:17]2[c:22]1[O:21][CH2:20][CH2:19][NH:18]2.[Cl:1][C:2](=[O:3])[O:4][CH2:5][c:6]1[cH:7][cH:8][cH:9][cH:10][cH:11]1.[Cl:31][CH2:32][Cl:33].[ClH:30].[cH:24]1[cH:25][cH:26][n:27][cH:28][cH:29]1>>[C:2](=[O:3])([O:4][CH2:5][c:6]1[cH:7][cH:8][cH:9][cH:10][cH:11]1)[N:18]1[c:17]2[cH:16][c:15]([CH3:23])[cH:14][c:13]([Br:12])[c:22]2[O:21][CH2:20][CH2:19]1. Product: Cc1cc(Br)c2c(c1)N(C(=O)OCc1ccccc1)CCO2. Reactants: Cc1cc(Br)c2c(c1)NCCO2, O=C(Cl)OCc1ccccc1, ClCCl, Cl, c1ccncc1. Starting materials: O=C([O-])[O-], C1COCCO1, CCCC1CC(=O)N(Cc2ccc(Cl)nc2)C1, [K+], [K+], NCc1ccccc1, O=C(C=Cc1ccccc1)C=Cc1ccccc1, O=C(C=Cc1ccccc1)C=Cc1ccccc1, O=C(C=Cc1ccccc1)C=Cc1ccccc1, [Pd], [Pd], c1ccc(P(c2ccccc2)c2ccc3ccccc3c2-c2c(P(c3ccccc3)c3ccccc3)ccc3ccccc23)cc1. The product is CCCC1CC(=O)N(Cc2ccc(NCc3ccccc3)nc2)C1. RXN SMILES: [C:26](=[O:27])([O-:28])[O-:29].[CH2:78]1[O:79][CH2:80][CH2:81][O:82][CH2:83]1.[Cl:1][c:2]1[cH:3][cH:4][c:5]([CH2:8][N:9]2[C:10](=[O:17])[CH2:11][CH:12]([CH2:14][CH2:15][CH3:16])[CH2:13]2)[cH:6][n:7]1.[K+:30].[K+:31].[NH2:18][CH2:19][c:20]1[cH:21][cH:22][cH:23][cH:24][cH:25]1.[O:104]=[C:105]([CH:106]=[CH:107][c:108]1[cH:109][cH:110][cH:111][cH:112][cH:113]1)[CH:114]=[CH:115][c:116]1[cH:117][cH:118][cH:119][cH:120][cH:121]1.[O:122]=[C:123]([CH:124]=[CH:125][c:126]1[cH:127][cH:128][cH:129][cH:130][cH:131]1)[CH:132]=[CH:133][c:134]1[cH:135][cH:136][cH:137][cH:138][cH:139]1.[O:86]=[C:87]([CH:88]=[CH:89][c:90]1[cH:91][cH:92][cH:93][cH:94][cH:95]1)[CH:96]=[CH:97][c:98]1[cH:99][cH:100][cH:101][cH:102][cH:103]1.[Pd:84].[Pd:85].[cH:32]1[cH:33][cH:34][c:35]([P:36]([c:37]2[cH:38][cH:39][c:40]3[c:41]([cH:42][cH:43][cH:44][cH:45]3)[c:46]2-[c:47]2[c:48]3[c:49]([cH:50][cH:51][cH:52][cH:53]3)[cH:54][cH:55][c:56]2[P:57]([c:58]2[cH:59][cH:60][cH:61][cH:62][cH:63]2)[c:64]2[cH:65][cH:66][cH:67][cH:68][cH:69]2)[c:70]2[cH:71][cH:72][cH:73][cH:74][cH:75]2)[cH:76][cH:77]1>>[c:2]1([NH:18][CH2:19][c:20]2[cH:21][cH:22][cH:23][cH:24][cH:25]2)[cH:3][cH:4][c:5]([CH2:8][N:9]2[C:10](=[O:17])[CH2:11][CH:12]([CH2:14][CH2:15][CH3:16])[CH2:13]2)[cH:6][n:7]1. Run in C(C)(=O)OCC (ethyl acetate), O1CCCC1 (tetrahydrofuran). Yield: 77.8%. Reaction SMILES: C1(C(=[N:14][C:15]2[N:20]=[C:19]([CH2:21][N:22]3[C:30]4[C:25](=[CH:26][CH:27]=[CH:28][CH:29]=4)[C:24]4([C:42]5[C:33](=[CH:34][C:35]6[O:40][CH2:39][CH2:38][O:37][C:36]=6[CH:41]=5)[O:32][CH2:31]4)[C:23]3=[O:43])[CH:18]=[CH:17][CH:16]=2)C2C=CC=CC=2)C=CC=CC=1.Cl.C(=O)(O)[O-].[Na+]>O1CCCC1.C(OCC)(=O)C>[NH2:14][C:15]1[N:20]=[C:19]([CH2:21][N:22]2[C:30]3[C:25](=[CH:26][CH:27]=[CH:28][CH:29]=3)[C:24]3([C:42]4[C:33](=[CH:34][C:35]5[O:40][CH2:39][CH2:38][O:37][C:36]=5[CH:41]=4)[O:32][CH2:31]3)[C:23]2=[O:43])[CH:18]=[CH:17][CH:16]=1 |f:2.3|. Product: NC1=CC=CC(=N1)CN1C(C2(C3=CC=CC=C13)COC1=CC3=C(OCCO3)C=C12)=O (1′-[(6-aminopyridin-2-yl)methyl]-2,3-dihydrospiro[furo[2,3-g][1,4]benzodioxine-8,3′-indol]-2′(1′H)-one). Procedure details: To a solution of 1′-({6-[(diphenylmethylidene)amino]pyridin-2-yl}methyl)-2,3-dihydrospiro[furo[2,3-g][1,4]benzodioxine-8,3′-indol]-2′(1′H)-one (0.18 g, 0.32 mmol) in tetrahydrofuran (10 mL) was added 2 M aqueous hydrochloric acid (0.5 mL). The reaction mixture was stirred at ambient temperature for 10 min, cooled to 0° C. and saturated aqueous sodium bicarbonate (10 mL) was added. The mixture was diluted with ethyl acetate (30 mL). The layers were separated and the aqueous layer was extracted wi... Reaction conditions: time 10 minute. Reactants: C1(=CC=CC=C1)C(C1=CC=CC=C1)=NC1=CC=CC(=N1)CN1C(C2(C3=CC=CC=C13)COC1=CC3=C(OCCO3)C=C12)=O (1′-({6-[(diphenylmethylidene)amino]pyridin-2-yl}methyl)-2,3-dihydrospiro[furo[2,3-g][1,4]benzodioxine-8,3′-indol]-2′(1′H)-one), Cl (hydrochloric acid), C([O-])(O)=O.[Na+] (sodium bicarbonate).